This data is from the Open Reaction Database (ORD), a public repository of structured organic reaction records. The task is: describe an organic reaction: reactants, conditions, products, and yield The reactants are solid, [OH-].[Na+] (sodium hydroxide), ClC1=CC=C(C=O)C=C1 (4-chlorobenzaldehyde), 40, CC(C(C)=O)(C(C)C)C (3,3,4-trimethyl-pentan-2-one), [OH-].[Na+] (sodium hydroxide). Solvent: C(C)O (ethanol), O (water), O (water). Reaction conditions: time 1 hour. Yields the product ClC1=CC=C(C=C1)C=CC(C(C(C)C)(C)C)=O (1-(4-chlorophenyl)-4,4,5-trimethyl-1-hexen-3-one). Yield: 42.0%. Reaction SMILES: [Cl:1][C:2]1[CH:9]=[CH:8][C:5]([CH:6]=O)=[CH:4][CH:3]=1.[CH3:10][C:11]([CH3:18])([CH:15]([CH3:17])[CH3:16])[C:12](=[O:14])[CH3:13].[OH-].[Na+]>C(O)C.O>[Cl:1][C:2]1[CH:9]=[CH:8][C:5]([CH:6]=[CH:13][C:12](=[O:14])[C:11]([CH3:18])([CH3:10])[CH:15]([CH3:17])[CH3:16])=[CH:4][CH:3]=1 |f:2.3|. Procedure details: 44.4 g (0.316 mol) of 4-chlorobenzaldehyde and 40 5 g (0.316 mol) of 3,3,4-trimethyl-pentan-2-one are dissolved in a mixture of 100 ml of ethanol and 10 ml of water, and a solution of 0.9 g of sodium hydroxide in 10 ml of water is added. The mixture is initially stirred for 1 hour at room temperature, then 0.4 g of solid sodium hydroxide is added and the mixture is stirred for a further 16 hours. The precipitate which results is filtered off with suction and then washed with water. 33.1 g (42% o... The reactants are OBO, Brc1ccccc1, FC(F)(F)c1ccc(-c2cc(Cl)nc(C(F)(F)F)c2)cc1, FC(F)(F)c1ccc(-c2cc(I)nc(C(F)(F)F)c2)cc1. Product: FC(F)(F)c1ccc(-c2cc(-c3cccc(Br)c3)nc(C(F)(F)F)c2)cc1. As a reaction SMILES: [BH:43]([OH:44])[OH:45].[Br:46][c:47]1[cH:48][cH:49][cH:50][cH:51][cH:52]1.[Cl:1][c:2]1[n:3][c:4]([C:18]([F:19])([F:20])[F:21])[cH:5][c:6](-[c:8]2[cH:9][cH:10][c:11]([C:14]([F:15])([F:16])[F:17])[cH:12][cH:13]2)[cH:7]1.[I:22][c:23]1[cH:24][c:25](-[c:26]2[cH:27][cH:28][c:29]([C:30]([F:31])([F:32])[F:33])[cH:34][cH:35]2)[cH:36][c:37]([C:38]([F:39])([F:40])[F:41])[n:42]1>>[c:2]1(-[c:51]2[cH:50][cH:49][cH:48][c:47]([Br:46])[cH:52]2)[n:3][c:4]([C:18]([F:19])([F:20])[F:21])[cH:5][c:6](-[c:8]2[cH:9][cH:10][c:11]([C:14]([F:15])([F:16])[F:17])[cH:12][cH:13]2)[cH:7]1. Reactants: C([O-])(O)=O.[Na+] (sodium bicarbonate), C1(=CC=CC=C1)C(C#N)=NOC(=O)OC(C)(C)C (2-Phenyl-2-(tert-butoxycarbonyloxyimino)acetonitrile), C(=O)NC=1SC=C(N1)C(C(=O)O)=NOCCN (2-(2-formamidothiazol-4-yl)-2-(2-aminoethoxyimino)acetic acid), Cl (hydrochloric acid). Run in O (water), C(C)N(CC)CC (triethylamine), O1CCCC1 (tetrahydrofuran). Reaction conditions: time 3 hour. Product: C(=O)NC=1SC=C(N1)C(C(=O)O)=NOCCNC(=O)OC(C)(C)C (2-(2-formamidothiazol-4-yl)-2-(2-tert-butoxycarbonylaminoethoxyimino)acetic acid). Yield: 36.0%. RXN SMILES: [CH:1]([NH:3][C:4]1[S:5][CH:6]=[C:7]([C:9](=[N:13][O:14][CH2:15][CH2:16][NH2:17])[C:10]([OH:12])=[O:11])[N:8]=1)=[O:2].C(=O)(O)[O-].[Na+].Cl.C1(C(=N[O:34][C:35]([O:37][C:38]([CH3:41])([CH3:40])[CH3:39])=O)C#N)C=CC=CC=1>O.O1CCCC1.C(N(CC)CC)C>[CH:1]([NH:3][C:4]1[S:5][CH:6]=[C:7]([C:9](=[N:13][O:14][CH2:15][CH2:16][NH:17][C:35]([O:37][C:38]([CH3:41])([CH3:40])[CH3:39])=[O:34])[C:10]([OH:12])=[O:11])[N:8]=1)=[O:2] |f:1.2|. Reported procedure: A mixture of 2-(2-formamidothiazol-4-yl)-2-(2-aminoethoxyimino)acetic acid (syn isomer, 0.80 g.) and triethylamine (0.45 g.), in a solution of a saturated aqueous solution of sodium bicarbonate (4 ml.), tetrahydrofuran (35 ml.) and water (25 ml.) was adjusted to pH 8.5 with hydrochloric acid. 2-Phenyl-2-(tert-butoxycarbonyloxyimino)acetonitrile (0.77 g.) was added to the stirred solution and stirred at room temperature for 3 hours. After distilling off tetrahydrofuran from the resultant solution... Starting materials: O=C([O-])[O-], CC(C)c1ccc2[nH]ncc2c1B(O)O, Cc1ccc(C(C)C)cc1OCc1c(C)nc(Cl)c2ccccc12, [Na+], [Na+], C1COCCO1, O, c1ccc(P(c2ccccc2)(c2ccccc2)[Pd](P(c2ccccc2)(c2ccccc2)c2ccccc2)(P(c2ccccc2)(c2ccccc2)c2ccccc2)P(c2ccccc2)(c2ccccc2)c2ccccc2)cc1. Reaction SMILES: [C:40](=[O:41])([O-:42])[O-:43].[CH:25]([CH3:26])([CH3:27])[c:28]1[c:29]([B:37]([OH:38])[OH:39])[c:30]2[cH:31][n:32][nH:33][c:34]2[cH:35][cH:36]1.[Cl:1][c:2]1[n:3][c:4]([CH3:24])[c:5]([CH2:12][O:13][c:14]2[c:15]([CH3:23])[cH:16][cH:17][c:18]([CH:20]([CH3:21])[CH3:22])[cH:19]2)[c:6]2[cH:7][cH:8][cH:9][cH:10][c:11]12.[Na+:44].[Na+:45].[O:47]1[CH2:48][CH2:49][O:50][CH2:51][CH2:52]1.[OH2:46].[cH:53]1[cH:54][cH:55][c:56]([P:57]([Pd:58]([P:59]([c:60]2[cH:61][cH:62][cH:63][cH:64][cH:65]2)([c:66]2[cH:67][cH:68][cH:69][cH:70][cH:71]2)[c:72]2[cH:73][cH:74][cH:75][cH:76][cH:77]2)([P:78]([c:79]2[cH:80][cH:81][cH:82][cH:83][cH:84]2)([c:85]2[cH:86][cH:87][cH:88][cH:89][cH:90]2)[c:91]2[cH:92][cH:93][cH:94][cH:95][cH:96]2)[P:97]([c:98]2[cH:99][cH:100][cH:101][cH:102][cH:103]2)([c:104]2[cH:105][cH:106][cH:107][cH:108][cH:109]2)[c:110]2[cH:111][cH:112][cH:113][cH:114][cH:115]2)([c:116]2[cH:117][cH:118][cH:119][cH:120][cH:121]2)[c:122]2[cH:123][cH:124][cH:125][cH:126][cH:127]2)[cH:128][cH:129]1>>[c:2]1(-[c:29]2[c:28]([CH:25]([CH3:26])[CH3:27])[cH:36][cH:35][c:34]3[c:30]2[cH:31][n:32][nH:33]3)[n:3][c:4]([CH3:24])[c:5]([CH2:12][O:13][c:14]2[c:15]([CH3:23])[cH:16][cH:17][c:18]([CH:20]([CH3:21])[CH3:22])[cH:19]2)[c:6]2[cH:7][cH:8][cH:9][cH:10][c:11]12. Yields the product Cc1ccc(C(C)C)cc1OCc1c(C)nc(-c2c(C(C)C)ccc3[nH]ncc23)c2ccccc12. Reactants: C(N)(OC(C)(C)C)=O (t-Butyl carbamate), COC(=O)C1=CC=C(C=C1)[C@H](C)NC(=O)[C@@H]1N(CCCC1)C(=O)OC(C)(C)C ((R)-tert-butyl 2-(((S)-1-(4-(methoxycarbonyl)phenyl)ethyl)carbamoyl)piperidine-1-carboxylate). Product: N1[C@H](CCCC1)C(=O)N[C@@H](C)C1=CC=C(C(=O)OC)C=C1 (methyl 4-((S)-1-((R)-piperidine-2-carboxamido)ethyl)benzoate). The yield is 95.0%. RXN SMILES: C(=O)(OC(C)(C)C)N.[CH3:9][O:10][C:11]([C:13]1[CH:18]=[CH:17][C:16]([C@@H:19]([NH:21][C:22]([C@H:24]2[CH2:29][CH2:28][CH2:27][CH2:26][N:25]2C(OC(C)(C)C)=O)=[O:23])[CH3:20])=[CH:15][CH:14]=1)=[O:12]>>[NH:25]1[CH2:26][CH2:27][CH2:28][CH2:29][C@@H:24]1[C:22]([NH:21][C@H:19]([C:16]1[CH:15]=[CH:14][C:13]([C:11]([O:10][CH3:9])=[O:12])=[CH:18][CH:17]=1)[CH3:20])=[O:23]. Procedure: The title compound (D12) (286 mg) was prepared according to the general procedure for t-Butyl carbamate (Boc) cleavage starting from (R)-tert-butyl 2-(((S)-1-(4-(methoxycarbonyl)phenyl)ethyl)carbamoyl)piperidine-1-carboxylate (D5) (405 mg). The reactants are ( 5 ), ( 100 ), Cl.OC(CNC(CC1=CC=C(C=C1)OC)(C)C)COC1=CC=C(C=C1)OC (N-[2-Hydroxy-3-(4-methoxyphenoxy)propyl]-1,1-dimethyl-2-(4-methoxyphenyl)-ethylamine Hydrochloride), ( 6 ), ( 5 ), Cl.OC(CNC(CC1=CC=C(C=C1)OC)(C)C)COC1=CC=CC2=CC=CC=C12 (N-[2-Hydroxy-3-(1-naphthoxy)propyl]-1,1-dimethyl-2-(4-methoxyphenyl)ethylamine Hydrochloride), Cl.OC(CNC(CC1=CC=C(C=C1)OC)(C)C)COC1=CC=C(C=C1)OC (N-[2-Hydroxy-3-(4-methoxyphenoxy)propyl]-1,1-dimethyl-2-(4-methoxyphenyl)-ethylamine Hydrochloride). Procedure details: GC/EI-MS, m/z (rel. int.) 356 (M−15, 0.8), 251(18), 250 (100), 163 (5), 121 (19), 114 (7), 110 (5), 107 (7), 91 (6). As a reaction SMILES: [ClH:1].[OH:2][CH:3]([CH2:18][O:19][C:20]1[C:29]2[C:24](=[CH:25][CH:26]=[CH:27][CH:28]=2)C=[CH:22][CH:21]=1)[CH2:4][NH:5][C:6]([CH3:17])([CH3:16])[CH2:7][C:8]1[CH:13]=[CH:12][C:11]([O:14][CH3:15])=[CH:10][CH:9]=1.Cl.OC(COC1C=CC(OC)=CC=1)CNC(C)(C)CC1C=CC(OC)=CC=1>>[ClH:1].[OH:2][CH:3]([CH2:18][O:19][C:20]1[CH:21]=[CH:22][C:25]([CH2:26][CH2:27][CH3:28])=[CH:24][CH:29]=1)[CH2:4][NH:5][C:6]([CH3:17])([CH3:16])[CH2:7][C:8]1[CH:9]=[CH:10][C:11]([O:14][CH3:15])=[CH:12][CH:13]=1 |f:0.1,2.3,4.5|. Yields the product Cl.OC(CNC(CC1=CC=C(C=C1)OC)(C)C)COC1=CC=C(C=C1)CCC (N-[2-hydroxy-3-(4-n-propylphenoxy)propyl]-1,1-dimethyl-2-(4-methoxyphenyl)ethylamine Hydrochloride).